Dataset: the Open Reaction Database (ORD), a public repository of structured organic reaction records. Task: describe an organic reaction: reactants, conditions, products, and yield The reactants are BrC1=C(C2=C(C(NC[C@H]([C@@H]2OC)Br)=O)N1)Br (Trans-2,3,5-tribromo-4-methoxy-4,5,6,7-tetrahydro-1H-pyrrolo[2,3-c]-azepin-8-one). The solvent is CS(=O)(=O)O (methanesulfonic acid), CCOCC (ether). The product is BrC1=C(C2=C(C(NCC(=C2)Br)=O)N1)Br (2,3,5-Tribromo-6,7-dihydro-1H-pyrrolo[2,3-c]azepin-8-one). Isolated yield 9.5%. As a reaction SMILES: [Br:1][C:2]1[NH:15][C:5]2[C:6](=[O:14])[NH:7][CH2:8][C@@H:9]([Br:13])[C@H:10](OC)[C:4]=2[C:3]=1[Br:16]>CS(O)(=O)=O.CCOCC>[Br:1][C:2]1[NH:15][C:5]2[C:6](=[O:14])[NH:7][CH2:8][C:9]([Br:13])=[CH:10][C:4]=2[C:3]=1[Br:16]. Procedure: A solution of 16 (1.0 g, 2.4 mmol) in 5 mL of methanesulfonic acid was stirred at room temperature for 1 d. The reaction mixture was diluted with ether (200 mL), washed with sat. NaHCO3 (100 mL×3), sat. NaCl (100 mL) and dried (MgSO4). Evaporation followed by flash chromatography (CH2Cl2/MeOH sat. with NH3 19:1) afforded 17 (88 mg, 96%) as a colorless solid: 1H NMR (DMSO-d6) d 3.88 (d, 2H, J=4.4), 6.85 (s, 1H), 8.07 (t, 1H, J=4.4), 13.24 (s, 1H); (CD3OD) d 3.87 (s, 2H), 6.88 (S, 1H); 13C NMR (DM... Product: FC(F)(F)c1ccc(N2CCNCC2)nc1. Reaction SMILES: [CH2:18]1[O:19][CH2:20][CH2:21][CH2:22]1.[CH2:1]1[CH2:2][NH:3][CH2:4][CH2:5][NH:6]1.[Cl:7][c:8]1[n:9][cH:10][c:11]([C:14]([F:15])([F:16])[F:17])[cH:12][cH:13]1>>[CH2:1]1[CH2:2][N:3]([c:8]2[n:9][cH:10][c:11]([C:14]([F:15])([F:16])[F:17])[cH:12][cH:13]2)[CH2:4][CH2:5][NH:6]1. Starting materials: C1CCOC1, C1CNCCN1, FC(F)(F)c1ccc(Cl)nc1.